Dataset: the Open Reaction Database (ORD), a public repository of structured organic reaction records. Task: describe an organic reaction: reactants, conditions, products, and yield Reactants: C1(=CC=CC=C1)C=1N=C(SC1)NC(C(=O)O)=O (N-(4-phenyl-thiazol-2-yl)-oxamic acid), C(C)SC(C)O (ethylthioethanol). The product is C1(=CC=CC=C1)C=1N=C(SC1)NC(C(=O)OCCSCC)=O (2-Ethylthioethyl N-(4-phenyl-thiazol-2-yl)-oxamate). As a reaction SMILES: [C:1]1([C:7]2[N:8]=[C:9]([NH:12][C:13](=[O:17])[C:14]([OH:16])=[O:15])[S:10][CH:11]=2)[CH:6]=[CH:5][CH:4]=[CH:3][CH:2]=1.[CH2:18]([S:20][CH:21](O)[CH3:22])[CH3:19]>>[C:1]1([C:7]2[N:8]=[C:9]([NH:12][C:13](=[O:17])[C:14]([O:16][CH2:19][CH2:18][S:20][CH2:21][CH3:22])=[O:15])[S:10][CH:11]=2)[CH:2]=[CH:3][CH:4]=[CH:5][CH:6]=1. Reported procedure: Using a method similar to Example 12, 6.2 g of N-(4-phenyl-thiazol-2-yl)-oxamic acid and 6.6 g of ethylthioethanol give, after crystallization of the product from ethanol, 3.4 g of the compound of the formula I, with R1 =C6H5 and R2 =CH2CH2SC2H5, of melting point 148°-149° C.